Dataset: the Open Reaction Database (ORD), a public repository of structured organic reaction records. Task: describe an organic reaction: reactants, conditions, products, and yield Reactants: CC1(NC(=O)CCNC(=O)OCc2ccccc2)COC(c2nc(-c3ccncc3)c(-c3ccc(F)cc3)[nH]2)OC1, [Pd]. Product: CC1(NC(=O)CCN)COC(c2nc(-c3ccc(F)cc3)c(-c3ccncc3)[nH]2)OC1. RXN SMILES: [CH2:1]([O:2][C:3](=[O:4])[NH:10][CH2:11][CH2:12][C:13]([NH:14][C:15]1([CH3:39])[CH2:16][O:17][CH:18]([c:21]2[nH:22][c:23](-[c:32]3[cH:33][cH:34][c:35]([F:38])[cH:36][cH:37]3)[c:24](-[c:26]3[cH:27][cH:28][n:29][cH:30][cH:31]3)[n:25]2)[O:19][CH2:20]1)=[O:40])[c:5]1[cH:6][cH:7][cH:8][cH:9][cH:41]1.[Pd:42]>>[NH2:10][CH2:11][CH2:12][C:13]([NH:14][C:15]1([CH3:39])[CH2:16][O:17][CH:18]([c:21]2[n:22][c:23](-[c:32]3[cH:33][cH:34][c:35]([F:38])[cH:36][cH:37]3)[c:24](-[c:26]3[cH:27][cH:28][n:29][cH:30][cH:31]3)[nH:25]2)[O:19][CH2:20]1)=[O:40]. Reactants: C(C)NC1=CC=CC=C1 (N-ethylaniline), FC(S(=O)(=O)[O-])(F)F.BrC=1C=C2C(=C(C(NC2=CC1)=O)[I+]C1=CC=CC=C1)O ((6-bromo-4-hydroxy-2-oxo-1,2-dihydroquinolin-3-yl)(phenyl) iodoniumtrifluoromethane sulfonate). The product is BrC=1C=C2C(=C(C(NC2=CC1)=O)N(C1=CC=CC=C1)CC)O (6-Bromo-3-(ethyl(phenyl)amino)-4-hydroxyquinolin-2(1H)-one). Reaction SMILES: [CH2:1]([NH:3][C:4]1[CH:9]=[CH:8][CH:7]=[CH:6][CH:5]=1)[CH3:2].FC(F)(F)S([O-])(=O)=O.[Br:18][C:19]1[CH:20]=[C:21]2[C:26](=[CH:27][CH:28]=1)[NH:25][C:24](=[O:29])[C:23]([I+]C1C=CC=CC=1)=[C:22]2[OH:37]>>[Br:18][C:19]1[CH:20]=[C:21]2[C:26](=[CH:27][CH:28]=1)[NH:25][C:24](=[O:29])[C:23]([N:3]([CH2:1][CH3:2])[C:4]1[CH:9]=[CH:8][CH:7]=[CH:6][CH:5]=1)=[C:22]2[OH:37] |f:1.2|. Procedure details: The title compound was prepared using N-ethylaniline in place of aniline according to the procedure of Intermediate 11, step c except the crude solid was purified by flash column chromatography (silica gel, 50% EtOAc-Heptane), affording the title compound. Starting materials: C(C)N1C[C@H](OCC1)CN1CCN(CC1)C(=O)OC(C)(C)C (Tert-butyl 4-((2R)-4-ethylmorpholin-2-ylmethyl)piperazinecarboxylate), FC(C(=O)O)(F)F (trifluoroacetic acid). Solvent: ClCCl (dichloromethane). Conditions: time 1 hour. The product is C(C)N1C[C@H](OCC1)CN1CCNCC1 ((2R)-4-ethyl-2-(piperazinylmethyl)morpholine). As a reaction SMILES: [CH2:1]([N:3]1[CH2:8][CH2:7][O:6][C@H:5]([CH2:9][N:10]2[CH2:15][CH2:14][N:13](C(OC(C)(C)C)=O)[CH2:12][CH2:11]2)[CH2:4]1)[CH3:2].FC(F)(F)C(O)=O>ClCCl>[CH2:1]([N:3]1[CH2:8][CH2:7][O:6][C@H:5]([CH2:9][N:10]2[CH2:11][CH2:12][NH:13][CH2:14][CH2:15]2)[CH2:4]1)[CH3:2]. Procedure: Tert-butyl 4-((2R)-4-ethylmorpholin-2-ylmethyl)piperazinecarboxylate (0.50 g, 1.60 mmol) prepared according to Process Step 1 was dissolved in dichloromethane (5 mL), and the solution was mixed with trifluoroacetic acid (2 mL) added dropwise under ice-cooling. After stirring at room temperature for one hour, the solvent was distilled off under reduced pressure. The resulting yellow oil was dissolved in dioxane (6 mL), and the solution was mixed with triethylamine (3 mL) to thereby yield (2R)-4-e... Starting materials: N#Cc1ccccc1-c1ccc(CBr)cc1, CC(C)C(N)C(=O)OCc1ccccc1, Cl. The product is CC(CCc1ccc(-c2ccccc2C#N)cc1)C(N)C(=O)OCc1ccccc1. Reaction SMILES: [Br:17][CH2:18][c:19]1[cH:20][cH:21][c:22](-[c:25]2[c:26]([C:31]#[N:32])[cH:27][cH:28][cH:29][cH:30]2)[cH:23][cH:24]1.[CH2:2]([c:3]1[cH:4][cH:5][cH:6][cH:7][cH:8]1)[O:9][C:10]([CH:11]([NH2:12])[CH:13]([CH3:14])[CH3:15])=[O:16].[ClH:1]>>[CH2:2]([c:3]1[cH:4][cH:5][cH:6][cH:7][cH:8]1)[O:9][C:10]([CH:11]([NH2:12])[CH:13]([CH2:14][CH2:18][c:19]1[cH:20][cH:21][c:22](-[c:25]2[c:26]([C:31]#[N:32])[cH:27][cH:28][cH:29][cH:30]2)[cH:23][cH:24]1)[CH3:15])=[O:16]. Starting materials: Cl (HCl), S(=O)(=O)(C1=CC=C(C)C=C1)OCCC1C2=C(OC1)C=CC=C2 (2,3-dihydro-3-benzo[b]furanethanol tosylate), COC=1C(=NC=CC1)N1CCNCC1 (1-(3-methoxy-2-pyridinyl)piperazine), C(=O)([O-])[O-].[K+].[K+] (K2CO3). The reagents and catalysts are S(=O)(=O)(O)[O-].C(CCC)[N+](CCCC)(CCCC)CCCC (tetra-n-butylammonium hydrogen sulfate). The solvent is CC#N (CH3CN). Yields the product Cl.O1C2=C(C(C1)CCN1CCN(CC1)C1=NC=CC=C1OC)C=CC=C2 (1-[2-(2,3-dihydro-benzo[b]furan-3-yl)ethyl]-4-(3-methoxy-2-pyridinyl)piperazine hydrochloride). Isolated yield 39.0%. As a reaction SMILES: S(O[CH2:12][CH2:13][CH:14]1[CH2:18][O:17][C:16]2[CH:19]=[CH:20][CH:21]=[CH:22][C:15]1=2)(C1C=CC(C)=CC=1)(=O)=O.[CH3:23][O:24][C:25]1[C:26]([N:31]2[CH2:36][CH2:35][NH:34][CH2:33][CH2:32]2)=[N:27][CH:28]=[CH:29][CH:30]=1.C([O-])([O-])=O.[K+].[K+].[ClH:43]>S([O-])(O)(=O)=O.C([N+](CCCC)(CCCC)CCCC)CCC.CC#N>[ClH:43].[O:17]1[CH2:18][CH:14]([CH2:13][CH2:12][N:34]2[CH2:35][CH2:36][N:31]([C:26]3[C:25]([O:24][CH3:23])=[CH:30][CH:29]=[CH:28][N:27]=3)[CH2:32][CH2:33]2)[C:15]2[CH:22]=[CH:21][CH:20]=[CH:19][C:16]1=2 |f:2.3.4,6.7,9.10|. Reported procedure: To CH3CN (100 mL) was added 2,3-dihydro-3-benzo[b]furanethanol tosylate (1.50 g, 4.7 mmol), 1-(3-methoxy-2-pyridinyl)piperazine (0.91 g, 4.7 mmol), anhydrous K2CO3 (1.95 g, 14.1 mmol), KI (0.04 g, 0.24 mmol), and tetra-n-butylammonium hydrogen sulfate (0.08 g, 0.24 mmol). The mixture was heated at reflux under N2 atmosphere for 24 h. The reaction was concentrated in vacuo, several mL of H2O added and the reaction extracted with three portions of CH2Cl2. The combined organic extracts were washed ... The reactants are C(C=C)NCC=C (diallylamine), C(C(C)C)S(=O)(=O)Cl (isobutylsulfonyl chloride). Run in C1=CC=CC=C1 (benzene). Yields the product C(C=C)N(S(=O)(=O)CC(C)C)CC=C (N,N-diallyl-isobutylsulfonamide). Reaction SMILES: [CH2:1]([NH:4][CH2:5][CH:6]=[CH2:7])[CH:2]=[CH2:3].[CH2:8]([S:12](Cl)(=[O:14])=[O:13])[CH:9]([CH3:11])[CH3:10]>C1C=CC=CC=1>[CH2:1]([N:4]([CH2:5][CH:6]=[CH2:7])[S:12]([CH2:8][CH:9]([CH3:11])[CH3:10])(=[O:14])=[O:13])[CH:2]=[CH2:3]. Procedure: A solution was formed containing 19.4 g. of diallylamine in 100 ml. of benzene. Then, 15.7 g. of isobutylsulfonyl chloride was added at such a rate that the temperature did not exceed 45° C. The mixture was stirred and refluxed for ten minutes, cooled, washed with 100 ml. of dilute hydrochloric acid and then with H2O. It was then dried over magnesium sulfate, filtered and evaporated to give 20.1 g. (02% of theory) of the product, a liquid, nD30 = 1.4697.